This data is from the Open Reaction Database (ORD), a public repository of structured organic reaction records. The task is: describe an organic reaction: reactants, conditions, products, and yield The reactants are COC1=CC=C(C=N1)C1=C(N)C=C(C=C1)N1CCOCC1 (2-(6-methoxypyridin-3-yl)-5-morpholinoaniline), ClC1=C(C(=NC2=CC(=CC(=C12)F)F)C1=NC=CC(=C1)C)C (4-chloro-5,7-difluoro-3-methyl-2-(4-methylpyridin-2-yl)quinoline), C1(CCCCC1)P(C1(C(=C(C=C(C1)C(C)C)C(C)C)C1=CC=CC=C1)C(C)C)C1CCCCC1 (2-dicyclohexylphosphino-2,4,6,-triisopropylbiphenyl), CC(C)C1=CC(=C(C(=C1)C(C)C)C2=C(C=CC=C2)P(C3CCCCC3)C4CCCCC4)C(C)C (X-Phos), CC(C)([O-])C.[Na+] (sodium tert-butoxide). The reagents and catalysts are C=1C=CC(=CC1)/C=C/C(=O)/C=C/C2=CC=CC=C2.C=1C=CC(=CC1)/C=C/C(=O)/C=C/C2=CC=CC=C2.C=1C=CC(=CC1)/C=C/C(=O)/C=C/C2=CC=CC=C2.[Pd].[Pd] (tris(dibenzylideneacetone)dipalladium). Run in O (water), C1(=CC=CC=C1)C (toluene). Run at temperature 100 celsius, time 20 hour. Yields the product FC1=C2C(=C(C(=NC2=CC(=C1)F)C1=NC=CC(=C1)C)C)NC1=C(C=CC(=C1)N1CCOCC1)C=1C=NC(=CC1)OC (5,7-difluoro-N-(2-(6-methoxypyridin-3-yl)-5-morpholinophenyl)-3-methyl-2-(4-methylpyridin-2-yl)quinolin-4-amine). Reaction SMILES: [CH3:1][O:2][C:3]1[N:8]=[CH:7][C:6]([C:9]2[CH:15]=[CH:14][C:13]([N:16]3[CH2:21][CH2:20][O:19][CH2:18][CH2:17]3)=[CH:12][C:10]=2[NH2:11])=[CH:5][CH:4]=1.Cl[C:23]1[C:32]2[C:27](=[CH:28][C:29]([F:34])=[CH:30][C:31]=2[F:33])[N:26]=[C:25]([C:35]2[CH:40]=[C:39]([CH3:41])[CH:38]=[CH:37][N:36]=2)[C:24]=1[CH3:42].C1(P(C2CCCCC2)C2(C(C)C)CC(C(C)C)=CC(C(C)C)=C2C2C=CC=CC=2)CCCCC1.CC(C1C=C(C(C)C)C(C2C=CC=CC=2P(C2CCCCC2)C2CCCCC2)=C(C(C)C)C=1)C.CC(C)([O-])C.[Na+]>C1(C)C=CC=CC=1.C1C=CC(/C=C/C(/C=C/C2C=CC=CC=2)=O)=CC=1.C1C=CC(/C=C/C(/C=C/C2C=CC=CC=2)=O)=CC=1.C1C=CC(/C=C/C(/C=C/C2C=CC=CC=2)=O)=CC=1.[Pd].[Pd].O>[F:33][C:31]1[CH:30]=[C:29]([F:34])[CH:28]=[C:27]2[C:32]=1[C:23]([NH:11][C:10]1[CH:12]=[C:13]([N:16]3[CH2:21][CH2:20][O:19][CH2:18][CH2:17]3)[CH:14]=[CH:15][C:9]=1[C:6]1[CH:7]=[N:8][C:3]([O:2][CH3:1])=[CH:4][CH:5]=1)=[C:24]([CH3:42])[C:25]([C:35]1[CH:40]=[C:39]([CH3:41])[CH:38]=[CH:37][N:36]=1)=[N:26]2 |f:4.5,7.8.9.10.11|. Procedure details: A mixture of 2-(6-methoxypyridin-3-yl)-5-morpholinoaniline (61.1 mg, 0.21 mmol), 4-chloro-5,7-difluoro-3-methyl-2-(4-methylpyridin-2-yl)quinoline (53.9 mg, 0.18 mmol), 2-dicyclohexylphosphino-2,4,6,-triisopropylbiphenyl, (X-Phos) (17.2 mg, 0.036 mmol), tris(dibenzylideneacetone)dipalladium (0) (7.1 mg, 7.75 mmol), and sodium tert-butoxide (44.4 mg, 0.46 mmol) in dry toluene (1.5 mL) was degassed by nitrogen. The resulting reaction was heated to 100° C. and monitored with TLC and LC-MS. After 20 ... The reactants are C([O-])([O-])=O.[Na+].[Na+] (sodium carbonate), SC1=NC=CC=C1 (2-Mercaptopyridine), BrCCCCCC(=O)O (6-bromocaproic acid), C(C)O (ethanol), O (water). Yields the product N1=C(C=CC=C1)SCCCCCC(=O)OCC (ethyl 6-(2-pyridylthio)caproate). Reaction SMILES: [SH:1][C:2]1[CH:7]=[CH:6][CH:5]=[CH:4][N:3]=1.Br[CH2:9][CH2:10][CH2:11][CH2:12][CH2:13][C:14]([OH:16])=[O:15].O.C(=O)([O-])[O-].[Na+].[Na+].[CH2:24](O)[CH3:25]>>[N:3]1[CH:4]=[CH:5][CH:6]=[CH:7][C:2]=1[S:1][CH2:9][CH2:10][CH2:11][CH2:12][CH2:13][C:14]([O:16][CH2:24][CH3:25])=[O:15] |f:3.4.5|. Procedure: 2-Mercaptopyridine (5.84 g) and 6-bromocaproic acid (9.75 g) were dissolved in ethanol (50 ml), and the solution was heated under reflux for 14 hours. After cooling, the reaction mixture was added with water, and adjusted to pH 8 with aqueous sodium carbonate. The deposited oily product was extracted with ethyl acetate, and then purified by silica gel column chromatography (developing solvent: chloroform/ethyl acetate) to obtain 13.6 g of the title compound.